From a dataset of the Open Reaction Database (ORD), a public repository of structured organic reaction records. describe an organic reaction: reactants, conditions, products, and yield RXN SMILES: [CH3:1][O:2][C:3](=[O:8])[C@H:4]([CH2:6][OH:7])[NH2:5].N1C=CC=CC=1.Cl[C:16]([O:18][CH2:19][C:20]1[CH:25]=[CH:24][CH:23]=[CH:22][CH:21]=1)=[O:17]>C(OCC)(=O)C.O>[CH3:1][O:2][C:3](=[O:8])[C@H:4]([CH2:6][OH:7])[NH:5][C:16]([O:18][CH2:19][C:20]1[CH:25]=[CH:24][CH:23]=[CH:22][CH:21]=1)=[O:17] |f:3.4|. Yields the product COC([C@@H](NC(=O)OCC1=CC=CC=C1)CO)=O (N -(benzyloxycarbonyl)-L-serine methyl ester). Run in C(C)(=O)OCC.O (ethyl acetate water). Run at time 8 hour. Reactants: N1=CC=CC=C1 (pyridine), COC([C@@H](N)CO)=O (L-serine methyl ester), N1=CC=CC=C1 (pyridine), ClC(=O)OCC1=CC=CC=C1 (benzyl chloroformate). Reported procedure: Mix L-serine methyl ester (6.6 mmol) and pyridine (60 mL). Add, by dropwise addition, benzyl chloroformate (7.3 mmol) and stir overnight. Remove excess pyridine in vacuo and dissolve the residue in a two-phase mixture of ethyl acetate/water. Separate the organic phase and extract the aqueous phase with additional ethyl acetate (2×). Wash the combined organic phases with water, then brine and dry (MgSO4). Evaporate the solvent in vacuo to give N -(benzyloxycarbonyl)-L-serine methyl ester. Starting materials: CC(=O)OC(CCc1ccc([N+](=O)[O-])cc1)C(=O)OC(C)(C)C, CCOC(C)=O, CO, N, Cc1ccccc1. Yields the product CC(C)(C)OC(=O)C(O)CCc1ccc([N+](=O)[O-])cc1. As a reaction SMILES: [C:1](=[O:2])([CH3:3])[O:4][CH:5]([C:6](=[O:7])[O:8][C:9]([CH3:10])([CH3:11])[CH3:12])[CH2:13][CH2:14][c:15]1[cH:16][cH:17][c:18]([N+:21](=[O:22])[O-:23])[cH:19][cH:20]1.[C:27]([O:28][CH2:29][CH3:30])(=[O:31])[CH3:32].[CH3:24][OH:25].[NH3:26].[c:33]1([CH3:34])[cH:35][cH:36][cH:37][cH:38][cH:39]1>>[OH:4][CH:5]([C:6](=[O:7])[O:8][C:9]([CH3:10])([CH3:11])[CH3:12])[CH2:13][CH2:14][c:15]1[cH:16][cH:17][c:18]([N+:21](=[O:22])[O-:23])[cH:19][cH:20]1. The reactants are C(CCC)C1=NC=2C(=NC=CC2)N1C1=C2C=CC(=CC2=CC=C1)C1=C(C#N)C=CC=C1 (2-[5-(2-butyl-imidazo[4,5-b]pyridin-3-yl)-naphthalen-2-yl]-benzonitrile), C[Sn](C)(C)N=[N+]=[N-] (trimethyltin azide). Solvent: C=1(C(=CC=CC1)C)C (xylene). Reaction conditions: temperature 23 celsius, time 0.5 hour. Product: C(CCC)C1=NC=2C(=NC=CC2)N1C1=CC=CC2=CC(=CC=C12)C1=C(C=CC=C1)C1=NN=NN1 (2-Butyl-3-{6-[2-(1H-tetrazol-5-yl)-phenyl]-naphthalen-1-yl}-3H-imidazo[4,5-b]pyridine). As a reaction SMILES: [CH2:1]([C:5]1[N:13]([C:14]2[CH:23]=[CH:22][CH:21]=[C:20]3[C:15]=2[CH:16]=[CH:17][C:18]([C:24]2[CH:31]=[CH:30][CH:29]=[CH:28][C:25]=2[C:26]#[N:27])=[CH:19]3)[C:8]2=[N:9][CH:10]=[CH:11][CH:12]=[C:7]2[N:6]=1)[CH2:2][CH2:3][CH3:4].C[Sn]([N:36]=[N+:37]=[N-:38])(C)C>C1(C)C(C)=CC=CC=1>[CH2:1]([C:5]1[N:13]([C:14]2[C:15]3[C:20](=[CH:19][C:18]([C:24]4[CH:31]=[CH:30][CH:29]=[CH:28][C:25]=4[C:26]4[NH:38][N:37]=[N:36][N:27]=4)=[CH:17][CH:16]=3)[CH:21]=[CH:22][CH:23]=2)[C:8]2=[N:9][CH:10]=[CH:11][CH:12]=[C:7]2[N:6]=1)[CH2:2][CH2:3][CH3:4]. Reported procedure: A mixture of 2-[5-(2-butyl-imidazo[4,5-b]pyridin-3-yl)-naphthalen-2-yl]-benzonitrile (85 mg, 0.21 mmol) and trimethyltin azide (108 mg, 0.50 mmol) in xylene (2.5 mL) was heated under reflux for 17 hours. The reaction mixture was cooled to 23° C. and the solvent was removed in vacuo. The crude residue was dissolved in EtOH (5 mL) and 2N NaOH (5 mL) was added. After 0.5 hour, the reaction mixture was concentrated in vacuo. The residue was dissolved in saturated aqueous NaCl (2 mL) and neutralized ... The reactants are FC(C=1C=CC(=NC1)CO)(F)F ((5-(trifluoromethyl)pyridin-2-yl)methanol), CC(=O)OI1(C=2C=CC=CC2C(=O)O1)(OC(=O)C)OC(=O)C (Dess-Martin periodinane). Run in C(Cl)Cl (CH2Cl2), C(Cl)Cl (CH2Cl2), C(Cl)Cl (CH2Cl2). Reaction conditions: time 20 minute. The product is FC(C=1C=CC(=NC1)C=O)(F)F (5-(trifluoromethyl)picolinaldehyde). RXN SMILES: [F:1][C:2]([F:12])([F:11])[C:3]1[CH:4]=[CH:5][C:6]([CH2:9][OH:10])=[N:7][CH:8]=1.CC(OI1(OC(C)=O)(OC(C)=O)OC(=O)C2C=CC=CC1=2)=O>C(Cl)Cl>[F:11][C:2]([F:1])([F:12])[C:3]1[CH:4]=[CH:5][C:6]([CH:9]=[O:10])=[N:7][CH:8]=1. Procedure: A solution of Example 34B (3.89 g, 22.0 mmol) in CH2Cl2 (10 mL) was added to a deoxygenated solution of Dess-Martin periodinane (1,1,1-tris(acetyloxy)-1,1-dihydro-1,2-benziodoxol-3-(1H)-one, 10.3 g, 24.2 mmol) in CH2Cl2 (73 mL) in one portion. The reaction was stirred under nitrogen at ambient temperature for about 20 minutes after which a solid formed. The reaction was diluted with 50 mL CH2Cl2 and carefully quenched with approximately 30 mL of saturated NaHCO3 solution. The undissolved solid w... Starting materials: ClC1=NN=CC2=CC(=CC=C12)C=1C=C(C(=O)NC2=CC=NN2C)C=CC1C (3-(1-chlorophthalazin-6-yl)-4-methyl-N-(1-methyl-1H-pyrazol-5-yl)benzamide), C1(=C(C=CC=C1)B(O)O)C (o-tolylboronic acid), C([O-])([O-])=O.[K+].[K+] (potassium carbonate). The reagents and catalysts are C=1C=CC(=CC1)[P](C=2C=CC=CC2)(C=3C=CC=CC3)[Pd]([P](C=4C=CC=CC4)(C=5C=CC=CC5)C=6C=CC=CC6)([P](C=7C=CC=CC7)(C=8C=CC=CC8)C=9C=CC=CC9)[P](C=1C=CC=CC1)(C=1C=CC=CC1)C=1C=CC=CC1 (tetrakis(triphenylphosphine)palladium). The solvent is COCCOC.O.C(C)O (DME water ethanol). Run at temperature 140 celsius. The product is CC1=C(C=C(C(=O)NC2=CC=NN2C)C=C1)C=1C=C2C=NN=C(C2=CC1)C1=C(C=CC=C1)C (4-methyl-N-(1-methyl-1H-pyrazol-5-yl)-3-(1-o-tolylphthalazin-6-yl)benzamide). Reaction SMILES: Cl[C:2]1[C:11]2[C:6](=[CH:7][C:8]([C:12]3[CH:13]=[C:14]([CH:24]=[CH:25][C:26]=3[CH3:27])[C:15]([NH:17][C:18]3[N:22]([CH3:23])[N:21]=[CH:20][CH:19]=3)=[O:16])=[CH:9][CH:10]=2)[CH:5]=[N:4][N:3]=1.[C:28]1([CH3:37])[CH:33]=[CH:32][CH:31]=[CH:30][C:29]=1B(O)O.C(=O)([O-])[O-].[K+].[K+]>C1C=CC([P]([Pd]([P](C2C=CC=CC=2)(C2C=CC=CC=2)C2C=CC=CC=2)([P](C2C=CC=CC=2)(C2C=CC=CC=2)C2C=CC=CC=2)[P](C2C=CC=CC=2)(C2C=CC=CC=2)C2C=CC=CC=2)(C2C=CC=CC=2)C2C=CC=CC=2)=CC=1.COCCOC.O.C(O)C>[CH3:27][C:26]1[CH:25]=[CH:24][C:14]([C:15]([NH:17][C:18]2[N:22]([CH3:23])[N:21]=[CH:20][CH:19]=2)=[O:16])=[CH:13][C:12]=1[C:8]1[CH:7]=[C:6]2[C:11](=[CH:10][CH:9]=1)[C:2]([C:29]1[CH:30]=[CH:31][CH:32]=[CH:33][C:28]=1[CH3:37])=[N:3][N:4]=[CH:5]2 |f:2.3.4,6.7.8,^1:47,49,68,87|. Reported procedure: A glass microwave reaction vessel was charged with 3-(1-chlorophthalazin-6-yl)-4-methyl-N-(1-methyl-1H-pyrazol-5-yl)benzamide (65 mg, 172 μmol), o-tolylboronic acid (28 mg, 206 μmol), potassium carbonate (31 μl 516 μmol), tetrakis(triphenylphosphine)palladium (20 mg, 17 μmol) and DME:water:ethanol (7:3:2, 2 mL). The reaction mixture was stirred and heated in a Smith Synthesizer® microwave reactor (Personal Chemistry, Inc., Upssala, Sweden) at 140° C. for 20 mins. Starting materials: FC1=CC=C(C=C1)N1N=CC=2C=C3C(=NC21)CCCC2C3(CCC3(OC3)C2)CC2=NC=CC=C2 (rac-(2′R,4aS,12bS)-9-(4-fluorophenyl)-12b-(pyridin-2-ylmethyl)-2,4,4a,5,6,7,9,12b-octahydro-1H-spiro[benzo[3,4]cyclohepta[1,2-b]pyrazolo[4,3-e]pyridine-3,2′-oxirane]), [BH4-].[Na+] (NaBH4). Run in CCO (EtOH). Reaction conditions: temperature 65 celsius. Product: FC1=CC=C(C=C1)N1N=CC=2C=C3C(=NC21)CCCC2C3(CCC(C2)(O)C)CC2=NC=CC=C2 (rac-(3R,4aS,12bS)-9-(4-fluorophenyl)-3-methyl-12b-(pyridin-2-ylmethyl)-1,2,3,4,4a,5,6,7,9,12b-decahydrobenzo[3,4]cyclohepta[1,2-b]pyrazolo[4,3-e]pyridin-3-ol). Reaction SMILES: [F:1][C:2]1[CH:7]=[CH:6][C:5]([N:8]2[C:16]3[N:15]=[C:14]4[CH2:17][CH2:18][CH2:19][CH:20]5[CH2:27][C:24]6([CH2:26][O:25]6)[CH2:23][CH2:22][C:21]5([CH2:28][C:29]5[CH:34]=[CH:33][CH:32]=[CH:31][N:30]=5)[C:13]4=[CH:12][C:11]=3[CH:10]=[N:9]2)=[CH:4][CH:3]=1.[BH4-].[Na+]>CCO>[F:1][C:2]1[CH:7]=[CH:6][C:5]([N:8]2[C:16]3[N:15]=[C:14]4[CH2:17][CH2:18][CH2:19][CH:20]5[CH2:27][C:24]([CH3:26])([OH:25])[CH2:23][CH2:22][C:21]5([CH2:28][C:29]5[CH:34]=[CH:33][CH:32]=[CH:31][N:30]=5)[C:13]4=[CH:12][C:11]=3[CH:10]=[N:9]2)=[CH:4][CH:3]=1 |f:1.2|. Reported procedure: rac-(2′R,4aS,12bS)-9-(4-fluorophenyl)-12b-(pyridin-2-ylmethyl)-2,4,4a,5,6,7,9,12b-octahydro-1H-spiro[benzo[3,4]cyclohepta[1,2-b]pyrazolo[4,3-e]pyridine-3,2′-oxirane] (119, R1=4-Fluorophenyl, R2=Pyridin-2-ylmethyl) (1.865 g, 4.10 mmol) was suspended in EtOH (41.0 mL). NaBH4 (0.776 g, 20.52 mmol) was added to the then the mixture was warmed to about 65° C. for about 2 h. The mixture was cooled then concentrated under reduced pressure. Water (50 mL) was added to the material then the solids were co... The reactants are O.O.O.C(C)(=O)[O-].[Na+] (sodium acetate trihydrate), C=NO (formaldoxime), O.O.O.C(C)(=O)[O-].[Na+] (sodium acetate trihydrate), diazonium salt, S(=O)([O-])[O-].[Na+].[Na+] (sodium sulfite), O.O.O.C(C)(=O)[O-].[Na+] (sodium acetate trihydrate), ice-salt, C=O (paraformaldehyde), Cl.NO (hydroxylamine hydrochloride), N(=O)[O-].[Na+] (sodium nitrite), diazonium salt, NC1=C(C=C(C#N)C=C1)CC (4-amino-3-ethylbenzonitrile), NC1=C(C=C(C#N)C=C1)CC (4-amino-3-ethylbenzonitrile), Cl (hydrochloric acid), ice. The reagents and catalysts are S(=O)(=O)([O-])[O-].[Cu+2] (copper sulfate). The solvent is O (water), [Cl-].[Na+].O (brine), O (water), O (water), O (water), O (water). Reaction conditions: time 15 minute. Yields the product C(#N)C1=CC(=C(C=NO)C=C1)CC (4-Cyano-2-ethylbenzaldehyde oxime), solid. Isolated yield 30.0%. Reaction SMILES: C=O.Cl.NO.O.O.O.C([O-])(=O)C.[Na+].S([O-])([O-])=O.[Na+].[Na+].N[C:21]1[CH:28]=[CH:27][C:24]([C:25]#[N:26])=[CH:23][C:22]=1[CH2:29][CH3:30].Cl.N([O-])=O.[Na+].[CH2:36]=[N:37][OH:38]>O.[Cl-].[Na+].O.S([O-])([O-])(=O)=O.[Cu+2]>[C:25]([C:24]1[CH:27]=[CH:28][C:21]([CH:36]=[N:37][OH:38])=[C:22]([CH2:29][CH3:30])[CH:23]=1)#[N:26] |f:1.2,3.4.5.6.7,8.9.10,13.14,17.18.19,20.21|. Procedure details: 4-Cyano-2-ethylbenzaldehyde oxime was prepared by the procedure of Jolad et al., Org. Syntheses, Coll. Vol. V, 139 (1973). A mixture of paraformaldehyde (2.8 g, 93 mmol) and hydroxylamine hydrochloride (6 g, 86 mmol) in water (39 mL) was heated in a 500 mL 3-necked flask. When a clear, colorless solution was obtained, sodium acetate trihydrate (11.8 g, 87 mmol) was added. The solution was heated for 15 minutes, then cooled in an ice-salt bath to approximately 5°-10° C. To this solution was added...